Task: describe an organic reaction: reactants, conditions, products, and yield. Dataset: the Open Reaction Database (ORD), a public repository of structured organic reaction records Yields the product S1C(=NC2=C1C=CC=C2)CC2CCNCC2 (4-((Benzothiazol-2-yl)methyl)piperidine). Procedure details: A solution of 300 mg of 1-ethoxycarbonyl-4-((benzothiazol-2-yl)methyl)piperidine (from EXAMPLE 163, Step E) in 5 mL of EtOH and 5 mL of KOH (50 wt. % solution) was refluxed for 18 h. The reaction mixture was partitioned between H2O and EtOAc. Aqueous phase was extracted with EtOAc (3×). The combined organic phases were washed with sat'd NaCl and dried over anhydrous MgSO4. Concentration afforded 180 mg of the title compound as a brown solid. Reaction SMILES: C(OC([N:6]1[CH2:11][CH2:10][CH:9]([CH2:12][C:13]2[S:14][C:15]3[CH:21]=[CH:20][CH:19]=[CH:18][C:16]=3[N:17]=2)[CH2:8][CH2:7]1)=O)C>CCO.[OH-].[K+]>[S:14]1[C:15]2[CH:21]=[CH:20][CH:19]=[CH:18][C:16]=2[N:17]=[C:13]1[CH2:12][CH:9]1[CH2:10][CH2:11][NH:6][CH2:7][CH2:8]1 |f:2.3|. Run in CCO (EtOH), [OH-].[K+] (KOH). The yield is 78.6%. The reactants are C(C)OC(=O)N1CCC(CC1)CC=1SC2=C(N1)C=CC=C2 (1-Ethoxycarbonyl-4-((Benzothiazol-2-yl)methyl)piperidine).